describe an organic reaction: reactants, conditions, products, and yield From a dataset of the Open Reaction Database (ORD), a public repository of structured organic reaction records. Reactants: OC1=CC=C(C=O)C=C1 (4-hydroxybenzaldehyde), C1(=CC=CC=C1)CCCCO (4-phenyl-1-butanol). Product: C1(=CC=CC=C1)CCCCOC1=CC=C(C=O)C=C1 (4-(4-Phenylbutoxy)benzaldehyde). The yield is 63.0%. RXN SMILES: [OH:1][C:2]1[CH:9]=[CH:8][C:5]([CH:6]=[O:7])=[CH:4][CH:3]=1.[C:10]1([CH2:16][CH2:17][CH2:18][CH2:19]O)[CH:15]=[CH:14][CH:13]=[CH:12][CH:11]=1>>[C:10]1([CH2:16][CH2:17][CH2:18][CH2:19][O:1][C:2]2[CH:9]=[CH:8][C:5]([CH:6]=[O:7])=[CH:4][CH:3]=2)[CH:15]=[CH:14][CH:13]=[CH:12][CH:11]=1. Procedure: Following the process described in example 18 (point A), starting from 4-hydroxybenzaldehyde and 4-phenyl-1-butanol, the title compound was prepared (63% yield).